This data is from the Open Reaction Database (ORD), a public repository of structured organic reaction records. The task is: describe an organic reaction: reactants, conditions, products, and yield Starting materials: C(C)OC(C=1C=CC(=NC1)C#C[Si](C)(C)C)OCC (5-(diethoxymethyl)-2-((trimethylsilyl)ethynyl)pyridine), C([O-])([O-])=O.[K+].[K+] (Potassium carbonate). As a reaction SMILES: C(=O)([O-])[O-].[K+].[K+].[CH2:7]([O:9][CH:10]([O:23][CH2:24][CH3:25])[C:11]1[CH:12]=[CH:13][C:14]([C:17]#[C:18][Si](C)(C)C)=[N:15][CH:16]=1)[CH3:8]>CO>[CH2:24]([O:23][CH:10]([O:9][CH2:7][CH3:8])[C:11]1[CH:12]=[CH:13][C:14]([C:17]#[CH:18])=[N:15][CH:16]=1)[CH3:25] |f:0.1.2|. The product is C(C)OC(C=1C=CC(=NC1)C#C)OCC (5-(diethoxymethyl)-2-ethynylpyridine). Solvent: CO (methanol). Run at time 1 hour. Isolated yield 89.0%. Reported procedure: In THF (10 mL) was dissolved 2-bromo-5-(diethoxymethyl)pyridine (1.00 g, 3.84 mmol) obtained in Step 1. To the solution were added trimethylsilyl acetylene (1.09 mL, 7.69 mmol), copper iodide (I) (37.0 mg, 0.192 mmol), (bistriphenylphosphine) palladium (II) chloride (135 mg, 0.192 mmol), and triethylamine (1.07 mL, 7.69 mmol), and the mixture was stirred at 70° C. for 6 hours. The solvent in the reaction mixture was evaporated under reduced pressure, and water and ethyl acetate were added. The m... Reactants: O=C1NN=C2C=3C(=CC=CC13)NC(C2C2=CC=CC=C2)C2=CC=C(C=O)C=C2 (4-(3-oxo-9-phenyl-3,7,8,9-tetrahydro-2H-pyrido[4,3,2-de]phthalazin-8-yl)benzaldehyde), CN (methanamine), [BH4-].[Na+] (sodium borohydride). Run at time 2 hour. Yields the product CNCC1=CC=C(C=C1)C1C(C2=NNC(C=3C=CC=C(C23)N1)=O)C1=CC=CC=C1 (8-(4-((methylamino)methyl)phenyl)-9-phenyl-8,9-dihydro-2H-pyrido[4,3,2-de]phthalazin-3(7H)-one). Yield: 19.0%. Reaction SMILES: [O:1]=[C:2]1[C:11]2[CH:10]=[CH:9][CH:8]=[C:7]3[NH:12][CH:13]([C:21]4[CH:28]=[CH:27][C:24]([CH:25]=O)=[CH:23][CH:22]=4)[CH:14]([C:15]4[CH:20]=[CH:19][CH:18]=[CH:17][CH:16]=4)[C:5]([C:6]=23)=[N:4][NH:3]1.[BH4-].[Na+].[CH3:31][NH2:32]>>[CH3:31][NH:32][CH2:25][C:24]1[CH:23]=[CH:22][C:21]([CH:13]2[NH:12][C:7]3[C:6]4[C:5](=[N:4][NH:3][C:2](=[O:1])[C:11]=4[CH:10]=[CH:9][CH:8]=3)[CH:14]2[C:15]2[CH:20]=[CH:19][CH:18]=[CH:17][CH:16]=2)=[CH:28][CH:27]=1 |f:1.2|. Procedure details: To 4-(3-oxo-9-phenyl-3,7,8,9-tetrahydro-2H-pyrido[4,3,2-de]phthalazin-8-yl)benzaldehyde (59 mg, 0.16 mmol) was added methanamine (20 ml) and the mixture was stirred at room temperature for 2 h. Then 30 mg of sodium borohydride was added and stirred for another 2 h. The resulting mixture was evaporated under reduced pressure and purified by prep-HPLC. 11.5 mg of 8-(4-((methylamino)methyl)phenyl)-9-phenyl-8,9-dihydro-2H-pyrido[4,3,2-de]phthalazin-3(7H)-one was obtained (yield: 19%). 1H-NMR (400 MH... Starting materials: CCCCCCCCCCCCOc1ccc(S(=O)(=O)C(CC)C(=O)O)cc1, CN(C)C=O, CCOC(C)=O, O=S(Cl)Cl. Reaction SMILES: [CH2:1]([CH2:2][CH2:3][CH2:4][CH2:5][CH2:6][CH2:7][CH2:8][CH2:9][CH2:10][CH2:11][CH3:12])[O:13][c:14]1[cH:15][cH:16][c:17]([S:20](=[O:21])(=[O:22])[CH:23]([C:24](=[O:25])[OH:26])[CH2:27][CH3:28])[cH:18][cH:19]1.[CH3:29][N:30]([CH3:31])[CH:32]=[O:33].[CH3:38][CH2:39][O:40][C:41](=[O:42])[CH3:43].[S:34]([Cl:35])([Cl:36])=[O:37]>>[CH2:1]([CH2:2][CH2:3][CH2:4][CH2:5][CH2:6][CH2:7][CH2:8][CH2:9][CH2:10][CH2:11][CH3:12])[O:13][c:14]1[cH:15][cH:16][c:17]([S:20](=[O:21])(=[O:22])[CH:23]([C:24](=[O:25])[Cl:36])[CH2:27][CH3:28])[cH:18][cH:19]1. The product is CCCCCCCCCCCCOc1ccc(S(=O)(=O)C(CC)C(=O)Cl)cc1. Reactants: C1CCOC1, CO, CCO, ClCCl, Cl, [Li+], CCCCOC(=O)c1cc2c(C)nc(N)nc2n(C2CCC(O)CC2)c1=O, [OH-], O. The product is Cc1nc(N)nc2c1cc(C(=O)O)c(=O)n2C1CCC(O)CC1. As a reaction SMILES: [CH2:31]1[O:32][CH2:33][CH2:34][CH2:35]1.[CH3:36][OH:37].[CH3:39][CH2:40][OH:41].[Cl:42][CH2:43][Cl:44].[ClH:30].[Li+:2].[NH2:3][c:4]1[n:5][c:6]([CH3:29])[c:7]2[c:8]([n:9]1)[n:10]([CH:22]1[CH2:23][CH2:24][CH:25]([OH:28])[CH2:26][CH2:27]1)[c:11](=[O:21])[c:12]([C:14](=[O:15])[O:16][CH2:17][CH2:18][CH2:19][CH3:20])[cH:13]2.[OH-:1].[OH2:38]>>[NH2:3][c:4]1[n:5][c:6]([CH3:29])[c:7]2[c:8]([n:9]1)[n:10]([CH:22]1[CH2:23][CH2:24][CH:25]([OH:28])[CH2:26][CH2:27]1)[c:11](=[O:21])[c:12]([C:14](=[O:15])[OH:16])[cH:13]2.